This data is from the Open Reaction Database (ORD), a public repository of structured organic reaction records. The task is: describe an organic reaction: reactants, conditions, products, and yield Reactants: O (water), C(C(C)(C)C)=O (pivalaldehyde), CNC([C@@H](N)C(C)C)=O ((S)-valine monomethylamide), O (water). Solvent: CCCCC (n-pentane). Yields the product CNC([C@@H](N=CC(C)(C)C)C(C)C)=O ((S)-N-(2',2'-dimethyl-propylidene)-valine monomethylamide). RXN SMILES: [CH:1](=O)[C:2]([CH3:5])([CH3:4])[CH3:3].[CH3:7][NH:8][C:9](=[O:15])[C@H:10]([CH:12]([CH3:14])[CH3:13])[NH2:11].O>CCCCC>[CH3:7][NH:8][C:9](=[O:15])[C@H:10]([CH:12]([CH3:14])[CH3:13])[N:11]=[CH:1][C:2]([CH3:5])([CH3:4])[CH3:3]. Procedure details: There were added 95.7 ml (870 mmols) of pivalaldehyde to 112.0 grams (864 mmoles) of (S)-valine monomethylamide dissolved in 300 ml of n-pentane. The reaction mixture was boiled at a water separator until the formation of water was ended (4 hours). The solvent was removed under reduced pressure and there remained behind 130 grams (76% of theory) of (S)-N-(2',2'-dimethyl-propylidene)-valine monomethylamide, which could be further worked without purification. To ascertain the exact material data, ...